This data is from the Open Reaction Database (ORD), a public repository of structured organic reaction records. The task is: describe an organic reaction: reactants, conditions, products, and yield Reactants: NC1CCCN(Cc2ccccc2)C1, CO, O=C(Nc1ccncc1)c1cnc2c(Nc3ccccn3)cc(Cl)nn12, O=C(O)C(F)(F)F. The product is O=C(Nc1ccncc1)c1cnc2c(Nc3ccccn3)cc(NC3CCCN(Cc4ccccc4)C3)nn12. RXN SMILES: [CH2:1]([c:2]1[cH:3][cH:4][cH:5][cH:6][cH:7]1)[N:8]1[CH2:9][CH:10]([NH2:14])[CH2:11][CH2:12][CH2:13]1.[CH3:48][OH:49].[Cl:15][c:16]1[cH:17][c:18]([NH:34][c:35]2[n:36][cH:37][cH:38][cH:39][cH:40]2)[c:19]2[n:20]([n:21]1)[c:22]([C:25](=[O:26])[NH:27][c:28]1[cH:29][cH:30][n:31][cH:32][cH:33]1)[cH:23][n:24]2.[F:41][C:42]([F:43])([F:44])[C:45]([OH:46])=[O:47]>>[CH2:1]([c:2]1[cH:3][cH:4][cH:5][cH:6][cH:7]1)[N:8]1[CH2:9][CH:10]([NH:14][c:16]2[cH:17][c:18]([NH:34][c:35]3[n:36][cH:37][cH:38][cH:39][cH:40]3)[c:19]3[n:20]([n:21]2)[c:22]([C:25](=[O:26])[NH:27][c:28]2[cH:29][cH:30][n:31][cH:32][cH:33]2)[cH:23][n:24]3)[CH2:11][CH2:12][CH2:13]1.